This data is from the Open Reaction Database (ORD), a public repository of structured organic reaction records. The task is: describe an organic reaction: reactants, conditions, products, and yield Starting materials: IC1=CC=C(OCCNC2=CC=NC=C2)C=C1 ([2-(4-iodo-phenoxy)-ethyl]-pyridin-4-yl-amine), ClC1=CC=C(C=C1)C=1C=CC(=NC1)C#C (5-(4-chloro-phenyl)-2-ethynyl-pyridine). Yields the product ClC1=CC=C(C=C1)C=1C=CC(=NC1)C#CC1=CC=C(OCCNC2=CC=NC=C2)C=C1 ((2-{4-[5-(4-chloro-phenyl)-pyridin-2-ylethynyl]-phenoxy}-ethyl)-pyridin-4-yl-amine). Reaction SMILES: I[C:2]1[CH:17]=[CH:16][C:5]([O:6][CH2:7][CH2:8][NH:9][C:10]2[CH:15]=[CH:14][N:13]=[CH:12][CH:11]=2)=[CH:4][CH:3]=1.[Cl:18][C:19]1[CH:24]=[CH:23][C:22]([C:25]2[CH:26]=[CH:27][C:28]([C:31]#[CH:32])=[N:29][CH:30]=2)=[CH:21][CH:20]=1>>[Cl:18][C:19]1[CH:20]=[CH:21][C:22]([C:25]2[CH:26]=[CH:27][C:28]([C:31]#[C:32][C:2]3[CH:17]=[CH:16][C:5]([O:6][CH2:7][CH2:8][NH:9][C:10]4[CH:15]=[CH:14][N:13]=[CH:12][CH:11]=4)=[CH:4][CH:3]=3)=[N:29][CH:30]=2)=[CH:23][CH:24]=1. Procedure: Prepared according to general working method I from [2-(4-iodo-phenoxy)-ethyl]-pyridin-4-yl-amine (95 mg, 0.28 mmol) and 5-(4-chloro-phenyl)-2-ethynyl-pyridine (70 mg, 0.33 mmol). Yields the product CN1CCC(Oc2ccc([N+](=O)[O-])cc2)CC1. Starting materials: ClCCl, CCOC(=O)N=NC(=O)OCC, O=[N+]([O-])c1ccc(O)cc1, CN1CCC(O)CC1, c1ccc(P(c2ccccc2)c2ccccc2)cc1. As a reaction SMILES: [Cl:50][CH2:51][Cl:52].[O:38]=[C:39]([O:40][CH2:41][CH3:42])[N:43]=[N:44][C:45]([O:46][CH2:47][CH3:48])=[O:49].[OH:20][c:21]1[cH:22][cH:23][c:24]([N+:27]([O-:28])=[O:29])[cH:25][cH:26]1.[OH:30][CH:31]1[CH2:32][CH2:33][N:34]([CH3:37])[CH2:35][CH2:36]1.[c:1]1([P:2]([c:3]2[cH:4][cH:5][cH:6][cH:7][cH:8]2)[c:9]2[cH:10][cH:11][cH:12][cH:13][cH:14]2)[cH:15][cH:16][cH:17][cH:18][cH:19]1>>[O:20]([c:21]1[cH:22][cH:23][c:24]([N+:27]([O-:28])=[O:29])[cH:25][cH:26]1)[CH:31]1[CH2:32][CH2:33][N:34]([CH3:37])[CH2:35][CH2:36]1. Starting materials: OCC1=C(C=C(C=C1)NC(CC1=CC(=CC=C1)C(F)(F)F)=O)OC (N-(4-Hydroxymethyl-3-methoxyphenyl)-2-(3-trifluoromethylphenyl)acetamide). The reagents and catalysts are [O-2].[O-2].[Mn+4] (manganese dioxide). Solvent: C(C)(=O)OCC (ethyl acetate). Run at temperature 20 celsius, time 3 hour. The product is C(=O)C1=C(C=C(C=C1)NC(CC1=CC(=CC=C1)C(F)(F)F)=O)OC (N-(4-formyl-3-methoxyphenyl)-2-(3-trifluoromethylphenyl)acetamide). Reaction SMILES: [OH:1][CH2:2][C:3]1[CH:8]=[CH:7][C:6]([NH:9][C:10](=[O:22])[CH2:11][C:12]2[CH:17]=[CH:16][CH:15]=[C:14]([C:18]([F:21])([F:20])[F:19])[CH:13]=2)=[CH:5][C:4]=1[O:23][CH3:24]>C(OCC)(=O)C.[O-2].[O-2].[Mn+4]>[CH:2]([C:3]1[CH:8]=[CH:7][C:6]([NH:9][C:10](=[O:22])[CH2:11][C:12]2[CH:17]=[CH:16][CH:15]=[C:14]([C:18]([F:19])([F:20])[F:21])[CH:13]=2)=[CH:5][C:4]=1[O:23][CH3:24])=[O:1] |f:2.3.4|. Reported procedure: N-(4-Hydroxymethyl-3-methoxyphenyl)-2-(3-trifluoromethylphenyl)acetamide (0.7 g, 2 mmol) was dissolved in ethyl acetate (40 mL) and manganese dioxide (3 g, 34 mmol) was added. The reaction mixture was stirred at 20° C. for 3 hr and filtered. The organic phase was concentrated in vacuo to give crude N-(4-formyl-3-methoxyphenyl)-2-(3-trifluoromethylphenyl)acetamide that was used for the next step without further purification. Starting materials: C1(CCCCC1)CCCCCCO (6-cyclohexyl-hexan-1-ol), C1(=CC=CC=C1)P(C1=CC=CC=C1)C1=CC=CC=C1 (triphenylphosphine), C1CC(=O)N(C1=O)Br (NBS). The solvent is CN(C)C=O (DMF). Reaction conditions: temperature 0 celsius, time 30 minute. The product is BrCCCCCCC1CCCCC1 ((6-bromo-hexyl)-cyclohexane). Yield: 88.5%. RXN SMILES: [CH:1]1([CH2:7][CH2:8][CH2:9][CH2:10][CH2:11][CH2:12]O)[CH2:6][CH2:5][CH2:4][CH2:3][CH2:2]1.C1(P(C2C=CC=CC=2)C2C=CC=CC=2)C=CC=CC=1.C1C(=O)N([Br:40])C(=O)C1>CN(C=O)C>[Br:40][CH2:12][CH2:11][CH2:10][CH2:9][CH2:8][CH2:7][CH:1]1[CH2:6][CH2:5][CH2:4][CH2:3][CH2:2]1. Reported procedure: To a solution of 6-cyclohexyl-hexan-1-ol (0.98 g, 5.3 mmol) in DMF (15 mL) was added triphenylphosphine (1.56 g, 5.9 mmol). The solution was cooled to 0° C. and NBS (1.02 g, 5.7 mmol) was added in portions. After stirring for 30 min at room temperature, the reaction was quenched with methanol (0.6 mL). The solution was diluted with ether (80 mL), washed with water, saturated aqueous NaHCO3 and brine successively. The organic layer was dried and concentrated. The residue was purified by flash chr... The reactants are C1(=CC=CC=C1)NC1=CC=C(C=O)C=C1 (4-phenylamino-benzaldehyde), [N+](=O)([O-])C (nitromethane), C(C)(=O)[O-].[NH4+] (ammonium acetate). Run in C(C)(=O)O (acetic acid). Run at temperature 100 celsius, time 6 hour. Product: [N+](=O)([O-])/C=C/C1=CC=C(C=C1)NC1=CC=CC=C1 ((4-((E)-2-nitro-vinyl)-phenyl)-phenyl-amine). Isolated yield 87.6%. Reaction SMILES: [C:1]1([NH:7][C:8]2[CH:15]=[CH:14][C:11]([CH:12]=O)=[CH:10][CH:9]=2)[CH:6]=[CH:5][CH:4]=[CH:3][CH:2]=1.[N+:16]([CH3:19])([O-:18])=[O:17].C([O-])(=O)C.[NH4+]>C(O)(=O)C>[N+:16](/[CH:19]=[CH:12]/[C:11]1[CH:14]=[CH:15][C:8]([NH:7][C:1]2[CH:6]=[CH:5][CH:4]=[CH:3][CH:2]=2)=[CH:9][CH:10]=1)([O-:18])=[O:17] |f:2.3|. Procedure: A mixture of 4-phenylamino-benzaldehyde (3 g, 15.2 mmol) described in Manufacturing Example 69-1-1, nitromethane (1.63 mL, 30.4 mmol), ammonium acetate (1.76 g, 22.8 mmol) and acetic acid (30 mL) was stirred for 6 hours at 100° C. This mixture was cooled to room temperature, concentrated under a reduced pressure, and diluted with ethyl acetate. The organic layer was washed with water and saturated aqueous sodium chloride, dried over anhydrous magnesium sulfate, and filtered. The filtrate was con... Reactants: BrCC=1C(=NOC1C(=O)OCC)OCC (ethyl 4-bromomethyl-3-ethoxyisoxazole-5-carboxylate), C1(C=2C(C(N1)=O)=CC=CC2)=O.[K] (potassium phthalimid). Solvent: CN(C)C=O (DMF), CN(C)C=O (DMF). Conditions: temperature 90 celsius, time 40 minute. Yields the product C(C)OC1=NOC(=C1CN1C(C=2C(C1=O)=CC=CC2)=O)C(=O)OCC (Ethyl 3-Ethoxy-4-phthalimidomethylisoxazole-5-carboxylate). Yield: 60.0%. Reaction SMILES: Br[CH2:2][C:3]1[C:4]([O:13][CH2:14][CH3:15])=[N:5][O:6][C:7]=1[C:8]([O:10][CH2:11][CH3:12])=[O:9].[C:16]1(=[O:26])[NH:20][C:19](=[O:21])[C:18]2=[CH:22][CH:23]=[CH:24][CH:25]=[C:17]12.[K]>CN(C=O)C>[CH2:14]([O:13][C:4]1[C:3]([CH2:2][N:20]2[C:19](=[O:21])[C:18]3=[CH:22][CH:23]=[CH:24][CH:25]=[C:17]3[C:16]2=[O:26])=[C:7]([C:8]([O:10][CH2:11][CH3:12])=[O:9])[O:6][N:5]=1)[CH3:15] |f:1.2,^1:26|. Procedure details: A solusion of ethyl 4-bromomethyl-3-ethoxyisoxazole-5-carboxylate (5 g, 17.9 mmol) in DMF (85 mL) was added to a suspension of potassium phthalimid (3.6 g, 19,7 mmol) in DMF (125 mL) at 90° C. The resulting mixture was stirred at 90° C. for 40 min, then cooled and concentrated in vacuo. Water (250 mL) was added and the aqueous phase was extracted with diethylether (2×200 mL). The organic extracts were dried (MgSO4) and concentrated in vacuo to give a crude product which was recrystallized (EtOH)...